Dataset: the Open Reaction Database (ORD), a public repository of structured organic reaction records. Task: describe an organic reaction: reactants, conditions, products, and yield Reactants: C1(CC1)CN1[C@H]2[C@@]3(CCC([C@H]4[C@@]3(C=3C(=C(C=CC3C2)C(=O)N)O4)CC1)=O)O ((5a)-17-(Cyclopropylmethyl)-14-hydroxy-6-oxo-4,5-epoxymorphinan-3-carboxamide), [Cl-].[NH4+] (ammonium chloride). The reagents and catalysts are [Zn] (Zinc). Run in C(C)O (ethanol). Run at temperature 90 celsius. Yields the product C1(CC1)CN1[C@H]2[C@@]3(CCC(C[C@@]3(C=3C(=C(C=CC3C2)C(=O)N)O)CC1)=O)O (17-(cyclopropylmethyl)-4,14-dihydroxy-6-oxomorphinan-3-carboxamide). Isolated yield 48.0%. RXN SMILES: [CH:1]1([CH2:4][N:5]2[CH2:25][CH2:24][C@:12]34[C:13]5[C:14]6[O:23][C@H:11]3[C:10](=[O:26])[CH2:9][CH2:8][C@@:7]4([OH:27])[C@H:6]2[CH2:19][C:18]=5[CH:17]=[CH:16][C:15]=6[C:20]([NH2:22])=[O:21])[CH2:3][CH2:2]1.[Cl-].[NH4+]>C(O)C.[Zn]>[CH:1]1([CH2:4][N:5]2[CH2:25][CH2:24][C@@:12]34[C:13]5[C:14]([OH:23])=[C:15]([C:20]([NH2:22])=[O:21])[CH:16]=[CH:17][C:18]=5[CH2:19][C@@H:6]2[C@:7]3([OH:27])[CH2:8][CH2:9][C:10](=[O:26])[CH2:11]4)[CH2:3][CH2:2]1 |f:1.2|. Procedure: A mixture of (5a)-17-(cyclopropylmethyl)-14-hydroxy-6-oxo-4,5-epoxymorphinan-3-carboxamide [P3] (3.0 g, 8.15 mmol), Zinc powder (2.67 g, 40.76 mmol), and ammonium chloride (3.05 g, 57.1 mmol) in ethanol (500 mL) was heated at 90° C. for 1 hour. The reaction mixture was allowed to return to room temperature then filtered. The residual solid was washed with excess methanol (500 mL) followed by 7% ammonium hydroxide (100 mL). The combined filtrates were concentrated under reduced pressure and the r... Product: Cn1c2ccccc2c2nc3ccc(Cl)cc3c3cc(O)cc1c32. The reactants are [Al+3], [Cl-], [Cl-], [Cl-], COc1cc2c3cc(Cl)ccc3nc3c4ccccc4n(C)c(c1)c23, COc1cc2[nH]c3ccccc3c3nc4ccc(Cl)cc4c(c1)c23, c1ccccc1. RXN SMILES: [Al+3:51].[Cl-:50].[Cl-:52].[Cl-:53].[Cl:1][c:2]1[cH:3][c:4]2[c:5]([cH:6][cH:7]1)[n:8][c:9]1[c:10]3[c:11]2[cH:12][c:13]([O:24][CH3:25])[cH:14][c:15]3[n:16]([CH3:23])[c:17]2[cH:18][cH:19][cH:20][cH:21][c:22]12.[Cl:26][c:27]1[cH:28][cH:29][c:30]2[n:31][c:32]3[c:33]4[cH:34][cH:35][cH:36][cH:37][c:38]4[nH:39][c:40]4[c:41]3[c:42]([cH:43][c:44]([O:45][CH3:46])[cH:47]4)[c:48]2[cH:49]1.[cH:54]1[cH:55][cH:56][cH:57][cH:58][cH:59]1>>[Cl:1][c:2]1[cH:3][c:4]2[c:5]([cH:6][cH:7]1)[n:8][c:9]1[c:10]3[c:11]2[cH:12][c:13]([OH:24])[cH:14][c:15]3[n:16]([CH3:23])[c:17]2[cH:18][cH:19][cH:20][cH:21][c:22]12.